The task is: describe an organic reaction: reactants, conditions, products, and yield. This data is from the Open Reaction Database (ORD), a public repository of structured organic reaction records. The reactants are ClC=1C=C(C=2NC(C3=C(N(C2N1)CC)N=CC=C3)=O)C (2-chloro-5,11-dihydro-11-ethyl-4-methyl-6H-dipyrido[3,2-b:2',3'-e][1,4]diazepin-6-one), C(C)(=O)OC(C)=O (acetic anhydride). Reaction conditions: temperature 140 celsius. Product: C(C)(=O)N1C2=C(N(C3=C(C1=O)C=CC=N3)CC)N=C(C=C2C)Cl (5-acetyl-2-chloro-5,11-dihydro-11-ethyl-4-methyl-6H-dipyrido[3,2-b:2',3'-e][1,4]diazepin-6-one). As a reaction SMILES: [Cl:1][C:2]1[CH:3]=[C:4]([CH3:20])[C:5]2[NH:6][C:7](=[O:19])[C:8]3[CH:18]=[CH:17][CH:16]=[N:15][C:9]=3[N:10]([CH2:13][CH3:14])[C:11]=2[N:12]=1.[C:21](OC(=O)C)(=[O:23])[CH3:22]>>[C:21]([N:6]1[C:7](=[O:19])[C:8]2[CH:18]=[CH:17][CH:16]=[N:15][C:9]=2[N:10]([CH2:13][CH3:14])[C:11]2[N:12]=[C:2]([Cl:1])[CH:3]=[C:4]([CH3:20])[C:5]1=2)(=[O:23])[CH3:22]. Reported procedure: A suspension of 2-chloro-5,11-dihydro-11-ethyl-4-methyl-6H-dipyrido[3,2-b:2',3'-e][1,4]diazepin-6-one (5.1 g) in acetic anhydride (25 mL) was heated at 140° C. for 5 hours. The solvent was evaporated and the residue fractionated over silica gel to give 4.48 g of 5-acetyl-2-chloro-5,11-dihydro-11-ethyl-4-methyl-6H-dipyrido[3,2-b:2',3'-e][1,4]diazepin-6-one, suitable for use in the next reaction. Reactants: FC(C1=CC=C(C=C1)CC#N)(F)F (2-(4-(trifluoromethyl)phenyl)-acetonitrile), BrCCCCCBr (1,5-dibromopentane). Product: FC(C1=CC=C(C=C1)C1(CCCCC1)C#N)(F)F (1-(4-(trifluoromethyl)phenyl)cyclohexanecarbonitrile), oil. Yield: 89.0%. Reaction SMILES: [F:1][C:2]([F:13])([F:12])[C:3]1[CH:8]=[CH:7][C:6]([CH2:9][C:10]#[N:11])=[CH:5][CH:4]=1.Br[CH2:15][CH2:16][CH2:17][CH2:18][CH2:19]Br>>[F:1][C:2]([F:12])([F:13])[C:3]1[CH:4]=[CH:5][C:6]([C:9]2([C:10]#[N:11])[CH2:19][CH2:18][CH2:17][CH2:16][CH2:15]2)=[CH:7][CH:8]=1. Reported procedure: The title compound was synthesized from 2-(4-(trifluoromethyl)phenyl)-acetonitrile (4.11 g, 22.2 mmol) and 1,5-dibromopentane (3.324 ml, 24.4 mmol) according to General Procedure J and was obtained as a clear oil (4.98 g, 89%). 1H NMR (CDCl3) δ 1.23-1.39 (m, 1H), 1.76-1.92 (m, 7H), 2.17 (d, J=11.2 Hz, 2H), 7.63 (s, 4H). 13C NMR (CDCl13) δ 23.7, 25.0, 37.4, 44.7, 122.2, 126.0, 126.7, 130.2, 145.6,GC-MS m/z 253. The reactants are C(C1=CC=CC=C1)(=O)NC1=CC=C(C=C1)C1=CC=C2CN(C(C2=C1)=O)[C@H](C(=O)OC)C(C)C ((S)-Methyl 2-(6-(4-benzamidophenyl)-1-oxoisoindolin-2-yl)-3-methylbutanoate), NC1=CC=C(C=C1)C1=CC=C2CN(C(C2=C1)=O)[C@H](C(=O)OC)C(C)C ((S)-Methyl 2-(6-(4-aminophenyl)-1-oxoisoindolin-2-yl)-3-methylbutanoate), O(C1=CC=CC=C1)C1=CC=C(C(=O)Cl)C=C1 (4-phenoxy benzoyl chloride). The product is CC([C@@H](C(=O)OC)N1C(C2=CC(=CC=C2C1)C1=CC=C(C=C1)NC(C1=CC=C(C=C1)OC1=CC=CC=C1)=O)=O)C ((S)-Methyl 3-methyl-2-(1-oxo-6-(4-(4-phenoxybenzamido)phenyl)isoindolin-2-yl)butanoate). Yield: 76.0%. Reaction SMILES: [C:1]([NH:9][C:10]1[CH:15]=[CH:14][C:13]([C:16]2[CH:24]=[C:23]3[C:19]([CH2:20][N:21]([C@@H:26]([CH:31]([CH3:33])[CH3:32])[C:27]([O:29][CH3:30])=[O:28])[C:22]3=[O:25])=[CH:18][CH:17]=2)=[CH:12][CH:11]=1)(=[O:8])[C:2]1[CH:7]=[CH:6][CH:5]=[CH:4][CH:3]=1.NC1C=CC(C2C=C3C(CN([C@@H](C(C)C)C(OC)=O)C3=O)=CC=2)=CC=1.[O:59](C1C=CC(C(Cl)=O)=CC=1)[C:60]1[CH:65]=[CH:64][CH:63]=[CH:62][CH:61]=1>>[CH3:32][CH:31]([CH3:33])[C@H:26]([N:21]1[CH2:20][C:19]2[C:23](=[CH:24][C:16]([C:13]3[CH:12]=[CH:11][C:10]([NH:9][C:1](=[O:8])[C:2]4[CH:3]=[CH:4][C:5]([O:59][C:60]5[CH:65]=[CH:64][CH:63]=[CH:62][CH:61]=5)=[CH:6][CH:7]=4)=[CH:15][CH:14]=3)=[CH:17][CH:18]=2)[C:22]1=[O:25])[C:27]([O:29][CH3:30])=[O:28]. Reported procedure: The compound of example 149 was prepared analogous to compound of example 97 by reaction of compound of example 6 with 4-phenoxy benzoyl chloride. Reactants: C1(=CC=CC=C1)P(C1=C(C2=CC=CC=C2C=C1)C1=C(C=CC2=CC=CC=C12)P(C1=CC=CC=C1)C1=CC=CC=C1)C1=CC=CC=C1 (2,2′-bis-diphenylphosphanyl-[1,1′]binaphthalenyl), ClC=1N=C(C2=C(N1)N(C=C2C2=CC=C(C(=O)NC)C=C2)COCC[Si](C)(C)C)OC2CCC2 (4-(2-chloro-4-cyclobutoxy-7-((2-(trimethylsilyl)ethoxy)methyl)-7H-pyrrolo[2,3-d]pyrimidin-5-yl)-N-methylbenzamide), NC1=C(C=C(C(=O)NC2COC2)C=C1)OC (4-amino-3-methoxy-N-(oxetan-3-yl)benzamide), C([O-])([O-])=O.[Cs+].[Cs+] (cesium carbonate). The reagents and catalysts are C(C)(=O)[O-].[Pd+2].C(C)(=O)[O-] (palladium acetate). The solvent is O1CCOCC1 (1,4-dioxane). Conditions: temperature 100 celsius, time 2 hour. The product is C1(CCC1)OC=1C2=C(N=C(N1)NC1=C(C=C(C(=O)NC3COC3)C=C1)OC)N(C=C2C2=CC=C(C=C2)C(NC)=O)COCC[Si](C)(C)C (4-((4-Cyclobutoxy-5-(4-(methylcarbamoyl)phenyl)-7-((2-(trimethylsilyl)ethoxy)methyl)-7H-pyrrolo[2,3-d]pyrimidin-2-yl)amino)-3-methoxy-N-(oxetan-3-yl)benzamide). RXN SMILES: Cl[C:2]1[N:3]=[C:4]([O:29][CH:30]2[CH2:33][CH2:32][CH2:31]2)[C:5]2[C:10]([C:11]3[CH:20]=[CH:19][C:14]([C:15]([NH:17][CH3:18])=[O:16])=[CH:13][CH:12]=3)=[CH:9][N:8]([CH2:21][O:22][CH2:23][CH2:24][Si:25]([CH3:28])([CH3:27])[CH3:26])[C:6]=2[N:7]=1.[NH2:34][C:35]1[CH:47]=[CH:46][C:38]([C:39]([NH:41][CH:42]2[CH2:45][O:44][CH2:43]2)=[O:40])=[CH:37][C:36]=1[O:48][CH3:49].C(=O)([O-])[O-].[Cs+].[Cs+].C1(P(C2C=CC=CC=2)C2C=CC3C(=CC=CC=3)C=2C2C3C(=CC=CC=3)C=CC=2P(C2C=CC=CC=2)C2C=CC=CC=2)C=CC=CC=1>O1CCOCC1.C([O-])(=O)C.[Pd+2].C([O-])(=O)C>[CH:30]1([O:29][C:4]2[C:5]3[C:10]([C:11]4[CH:20]=[CH:19][C:14]([C:15](=[O:16])[NH:17][CH3:18])=[CH:13][CH:12]=4)=[CH:9][N:8]([CH2:21][O:22][CH2:23][CH2:24][Si:25]([CH3:28])([CH3:27])[CH3:26])[C:6]=3[N:7]=[C:2]([NH:34][C:35]3[CH:47]=[CH:46][C:38]([C:39]([NH:41][CH:42]4[CH2:43][O:44][CH2:45]4)=[O:40])=[CH:37][C:36]=3[O:48][CH3:49])[N:3]=2)[CH2:33][CH2:32][CH2:31]1 |f:2.3.4,7.8.9|. Procedure details: To a degassed mixture of 4-(2-chloro-4-cyclobutoxy-7-((2-(trimethylsilyl)ethoxy)methyl)-7H-pyrrolo[2,3-d]pyrimidin-5-yl)-N-methylbenzamide (1 equiv), 4-amino-3-methoxy-N-(oxetan-3-yl)benzamide (1.1 equiv) and cesium carbonate (3 equiv) in 1,4-dioxane (0.09 M) was added palladium acetate (0.1 equiv) and 2,2′-bis-diphenylphosphanyl-[1,1′]binaphthalenyl (0.3 equiv). The reaction was stirred at 100° C. for 2 h. The reaction mixture was cooled to room temperature, and concentrated. The residue was pu... Reaction conditions: time 5 hour. Reported procedure: To a solution of crude 2-methyl-5-trifluoromethylpyridine from Step 1 (3.8 g) in CHCl3 (40 mL) was added m-chloroperbenzoic acid (3.0 g, 17.4 mmol) and the resulting mixture was stirred 5 hours at r.t. More peracid (1.5 g, 8.7 mmol) was added and the reaction stirred another 2 hours. Calcium hydroxide (3.0 g, 40.5 mmol) was added and the slurry was vigorously stirred 20 minutes before filtering through celite. Evaporation of the solvents gave 4.5 g of the title compound containing a little dioxa... Reactants: CC1=NC=C(C=C1)C(F)(F)F (2-Methyl-5-(trifluoromethyl)pyridine), ClC1=CC(=CC=C1)C(=O)OO (m-chloroperbenzoic acid), [OH-].[Ca+2].[OH-] (Calcium hydroxide), peracid. As a reaction SMILES: [CH3:1][C:2]1[CH:7]=[CH:6][C:5]([C:8]([F:11])([F:10])[F:9])=[CH:4][N:3]=1.ClC1C=CC=C(C(OO)=[O:20])C=1.[OH-].[Ca+2].[OH-]>C(Cl)(Cl)Cl>[CH3:1][C:2]1[CH:7]=[CH:6][C:5]([C:8]([F:9])([F:11])[F:10])=[CH:4][N+:3]=1[O-:20] |f:2.3.4|. Yield: 146.0%. Solvent: C(Cl)(Cl)Cl (CHCl3). Yields the product CC1=[N+](C=C(C=C1)C(F)(F)F)[O-] (2-Methyl-5(trifluoromethyl)pyridine N-oxide).